Dataset: the Open Reaction Database (ORD), a public repository of structured organic reaction records. Task: describe an organic reaction: reactants, conditions, products, and yield The reactants are ClC1=CC=C(C(=O)C2=CC=C(CN3C=NC(=C3C(=O)OC)C(=O)OC)C=C2)C=C1 (1-[4-(4-chlorobenzoyl)benzyl]-4,5-dimethoxycarbonylimidazole), O.NN (hydrazine monohydrate). Solvent: CO (methanol). Conditions: temperature 80 celsius, time 30 minute. The product is ClC1=CC=C(C(=O)C2=CC=C(CN3C=NC4=C3C(NNC4=O)=O)C=C2)C=C1 (1-[4-(4-Chlorobenzoyl)benzyl]imidazo[4,5-d]-pyridazine-4(5H),7(6H)-dione). Isolated yield 87.5%. Reaction SMILES: [Cl:1][C:2]1[CH:29]=[CH:28][C:5]([C:6]([C:8]2[CH:27]=[CH:26][C:11]([CH2:12][N:13]3[C:17]([C:18](OC)=[O:19])=[C:16]([C:22](OC)=[O:23])[N:15]=[CH:14]3)=[CH:10][CH:9]=2)=[O:7])=[CH:4][CH:3]=1.O.[NH2:31][NH2:32]>CO>[Cl:1][C:2]1[CH:3]=[CH:4][C:5]([C:6]([C:8]2[CH:9]=[CH:10][C:11]([CH2:12][N:13]3[C:17]4[C:18](=[O:19])[NH:31][NH:32][C:22](=[O:23])[C:16]=4[N:15]=[CH:14]3)=[CH:26][CH:27]=2)=[O:7])=[CH:28][CH:29]=1 |f:1.2|. Procedure details: To a solution of 1-[4-(4-chlorobenzoyl)benzyl]-4,5-dimethoxycarbonylimidazole (3.31 g) in methanol (20 ml) was added hydrazine monohydrate (1.68 g) and the mixture was refluxed for 5 hours. The resulting crystals were harvested by filtration and suspended in water (100 ml) and, after addition of concentrated HCl (10 ml), the suspension was stirred at 80° C. for 30 minutes. The resulting crystals were collected by filtration and dried in vacuo to provide 2.67 g (yield 88%) of the title compound. ... Starting materials: solid, Cl.O1COC2=C1C=CC=C2C2CCN(CC2)CC[C@@H]2CC[C@H](CC2)N (Trans-4-[2-(4-Benzo[1,3]dioxol-4-yl-piperidin-1-yl)-ethyl]-cyclohexylamine hydrochloride), Cl.O1COC2=C1C=CC=C2C2CCN(CC2)CC[C@@H]2CC[C@H](CC2)N (Trans-4-[2-(4-Benzo[1,3]dioxol-4-yl-piperidin-1-yl)-ethyl]-cyclohexylamine hydrochloride), O=S1(CC(CC1)C(=O)O)=O (1,1-Dioxo-tetrahydro-thiophene-3-carboxylic acid). The product is O1COC2=C1C=CC=C2C2CCN(CC2)CC[C@@H]2CC[C@H](CC2)NC(=O)C2CS(CC2)(=O)=O (1,1-Dioxo-tetrahydro-thiophene-3-carboxylic acid-trans-{4-[2-(4-benzo[1,3]dioxol-4-yl-piperidin-1-yl)-ethyl]-cyclohexyl}-amide). As a reaction SMILES: Cl.[O:2]1[C:6]2[CH:7]=[CH:8][CH:9]=[C:10]([CH:11]3[CH2:16][CH2:15][N:14]([CH2:17][CH2:18][C@H:19]4[CH2:24][CH2:23][C@H:22]([NH2:25])[CH2:21][CH2:20]4)[CH2:13][CH2:12]3)[C:5]=2[O:4][CH2:3]1.[O:26]=[S:27]1(=[O:35])[CH2:31][CH2:30][CH:29]([C:32](O)=[O:33])[CH2:28]1>>[O:2]1[C:6]2[CH:7]=[CH:8][CH:9]=[C:10]([CH:11]3[CH2:16][CH2:15][N:14]([CH2:17][CH2:18][C@H:19]4[CH2:20][CH2:21][C@H:22]([NH:25][C:32]([CH:29]5[CH2:30][CH2:31][S:27](=[O:35])(=[O:26])[CH2:28]5)=[O:33])[CH2:23][CH2:24]4)[CH2:13][CH2:12]3)[C:5]=2[O:4][CH2:3]1 |f:0.1|. Procedure details: The title compound, white solid (21.1 mg, 54.1%), MS (ISP) m/z=477.2 [(M+H)+], was prepared in accordance with the general method of example 1 from Trans-4-[2-(4-Benzo[1,3]dioxol-4-yl-piperidin-1-yl)-ethyl]-cyclohexylamine hydrochloride (intermediate A) (30 mg, 0.0818 mmol) and 1,1-Dioxo-tetrahydro-thiophene-3-carboxylic acid. Starting materials: C(C)(C)(C)OC(=O)N1CC(C(CC1)C1=CC=C(C=C1)OCCCOCC1=C(C=CC=C1)OC)O ((3RS,4RS)-3-hydroxy-4-[4-[3-(2-methoxy-benzyloxy)-propoxy]-phenyl]-piperidin-1-carboxylic acid tert-butylester), C(C)(C)(C)OC(=O)N1CC(C(CC1)C1=C(C=CC=C1)OCCCOCC1=C(C=CC=C1)OC)OCC1=CC2=CC(=CC=C2C=C1)OCOCC[Si](C)(C)C (4-[3-(2-methoxy-benzyloxy)-propoxy-phenyl]-3-[7-(2-trimethylsilanyl-ethoxymethoxy)-naphthalen-2-ylmethoxy]-piperidin-1-carboxylic acid tert-butylester), C(C)(C)(C)OC(=O)N1CC(C(CC1)C1=CC=C(C=C1)OCCCOCC1=C(C=CC=C1)OC)OCC1=CC2=CC(=CC=C2C=C1)OCOCC[Si](C)(C)C ((3RS,4RS)-4-[4-[3-(2-methoxy-benzyloxy)-propoxy]-phenyl]-3-[7-(2-trimethylsilanyl-ethoxymethoxy)-naphthalen-2-ylmethoxy]-piperidin-1-carboxylic acid tert-butylester), Example 120(g) ( α ), ClCC1=CC2=CC(=CC=C2C=C1)OCOCC[Si](C)(C)C (2-chloromethyl-7-(2-trimethylsilanyl-ethoxymethoxy)-naphthalene). The product is C(C)(C)(C)OC(=O)N1CC(C(CC1)C1=CC=C(C=C1)OCCCOCC1=C(C=CC=C1)OC)OCC1=CC2=CC(=CC=C2C=C1)O ((3RS,4RS)-4-[4-[3-(2-methoxy-benzyloxy)-propoxy]-phenyl]-3-(7-hydroxy-naphthalen-2-ylmethoxy)-piperidin-1-carboxylic acid tert-butylester). RXN SMILES: C(OC(N1CCC(C2C=CC(OCCCOCC3C=CC=CC=3OC)=CC=2)C(O)C1)=O)(C)(C)C.ClCC1C=CC2C(=CC(OCOCC[Si](C)(C)C)=CC=2)C=1.C(OC(N1CCC(C2C=CC=CC=2OCCCOCC2C=CC=CC=2OC)C(OCC2C=CC3C(=CC(OCOCC[Si](C)(C)C)=CC=3)C=2)C1)=O)(C)(C)C.[C:110]([O:114][C:115]([N:117]1[CH2:122][CH2:121][CH:120]([C:123]2[CH:128]=[CH:127][C:126]([O:129][CH2:130][CH2:131][CH2:132][O:133][CH2:134][C:135]3[CH:140]=[CH:139][CH:138]=[CH:137][C:136]=3[O:141][CH3:142])=[CH:125][CH:124]=2)[CH:119]([O:143][CH2:144][C:145]2[CH:154]=[CH:153][C:152]3[C:147](=[CH:148][C:149]([O:155]COCC[Si](C)(C)C)=[CH:150][CH:151]=3)[CH:146]=2)[CH2:118]1)=[O:116])([CH3:113])([CH3:112])[CH3:111]>>[C:110]([O:114][C:115]([N:117]1[CH2:122][CH2:121][CH:120]([C:123]2[CH:128]=[CH:127][C:126]([O:129][CH2:130][CH2:131][CH2:132][O:133][CH2:134][C:135]3[CH:140]=[CH:139][CH:138]=[CH:137][C:136]=3[O:141][CH3:142])=[CH:125][CH:124]=2)[CH:119]([O:143][CH2:144][C:145]2[CH:154]=[CH:153][C:152]3[C:147](=[CH:148][C:149]([OH:155])=[CH:150][CH:151]=3)[CH:146]=2)[CH2:118]1)=[O:116])([CH3:113])([CH3:111])[CH3:112]. Procedure: in an analogeous manner as described in Example 95(a) there was obtained from (3RS,4RS)-3-hydroxy-4-[4-[3-(2-methoxy-benzyloxy)-propoxy]-phenyl]-piperidin-1-carboxylic acid tert-butylester [Example 120(g) (α)] and 2-chloromethyl-7-(2-trimethylsilanyl-ethoxymethoxy)-naphthalene [Example 6(u)] (3RS,4RS)-4-[4-[3-(2-methoxy-benzyloxy)-propoxy-phenyl]-3-[7-(2-trimethylsilanyl-ethoxymethoxy)-naphthalen-2-ylmethoxy]-piperidin-1-carboxylic acid tert-butylester as a pale yellow oil; MS: 758 (M+H)+. Then,... Starting materials: ClC1=CC=C(C=C1)N1N=C(CC1C=1C=C(C=CC1)C1=CC=C(C=C1)SC)C(C(F)(F)F)(F)F (1-(4-chloro-phenyl)-5-(4′-methylsulfanyl-biphenyl-3-yl)-3-pentafluoroethyl-4,5-dihydro-1H-pyrazole), ClC1=CC(=CC=C1)C(=O)OO (meta-chloroperbenzoic acid). Product: ClC1=CC=C(C=C1)N1N=C(CC1C=1C=C(C=CC1)C1=CC=C(C=C1)S(=O)C)C(C(F)(F)F)(F)F (1-(4-chloro-phenyl)-5-(4′-methanesulfinyl-biphenyl-3-yl)-3-pentafluoroethyl-4,5-dihydro-1H-pyrazole). As a reaction SMILES: [Cl:1][C:2]1[CH:7]=[CH:6][C:5]([N:8]2[CH:12]([C:13]3[CH:14]=[C:15]([C:19]4[CH:24]=[CH:23][C:22]([S:25][CH3:26])=[CH:21][CH:20]=4)[CH:16]=[CH:17][CH:18]=3)[CH2:11][C:10]([C:27]([F:33])([F:32])[C:28]([F:31])([F:30])[F:29])=[N:9]2)=[CH:4][CH:3]=1.ClC1C=CC=C(C(OO)=[O:42])C=1>>[Cl:1][C:2]1[CH:7]=[CH:6][C:5]([N:8]2[CH:12]([C:13]3[CH:14]=[C:15]([C:19]4[CH:24]=[CH:23][C:22]([S:25]([CH3:26])=[O:42])=[CH:21][CH:20]=4)[CH:16]=[CH:17][CH:18]=3)[CH2:11][C:10]([C:27]([F:32])([F:33])[C:28]([F:29])([F:30])[F:31])=[N:9]2)=[CH:4][CH:3]=1. Reported procedure: The compound of Example 40 was prepared in accordance with the same procedures as in Example 37, using the compound prepared in Example 23 and meta-chloroperbenzoic acid. Reactants: N1N=C(N=C1)C(=O)N (1,2,4-triazole- 3-carboxamide), S(=O)(=O)(C1=CC=C(C)C=C1)Cl (tosyl chloride), CCOCC (ether). Run in C(C)N(CC)CC (triethylamine). The product is C1(=CC=C(C=C1)S(=O)(=O)C1=NC(=NN1)C(=O)N)C (p-Tolylsulfonyl-s-triazole-3-carboxamide). RXN SMILES: [NH:1]1[CH:5]=[N:4][C:3]([C:6]([NH2:8])=[O:7])=[N:2]1.[S:9](Cl)([C:12]1[CH:18]=[CH:17][C:15]([CH3:16])=[CH:14][CH:13]=1)(=[O:11])=[O:10].CCOCC>C(N(CC)CC)C>[C:15]1([CH3:16])[CH:17]=[CH:18][C:12]([S:9]([C:5]2[NH:1][N:2]=[C:3]([C:6]([NH2:8])=[O:7])[N:4]=2)(=[O:11])=[O:10])=[CH:13][CH:14]=1. Reported procedure: To a cooled, stirred mixture of 3.0 g. of 1,2,4-triazole- 3-carboxamide and 5.1 g. of tosyl chloride in 125 ml. of anhydrous ether is added rapidly 2.75 g. of triethylamine. The cooling bath is removed and the mixture is stirred at room temperature for 23 hours. The heterogeneous mixture is filtered and washed successively with ether, cold water and then ether and dried in vacuo for 4.5 hours yielding a crude colorless solid. This solid is heated in about 50 ml. of acetonitrile and the hot mixtu... Starting materials: C(N)(=O)C1(C2=CC=CC=C2C=2C=CC=CC12)CCC(=O)OC(C)(C)C (9-Carbamoyl-9-(2-tert.-butoxycarbonylethyl)fluorene). Solvent: FC(C(=O)O)(F)F (trifluoroacetic acid). Yields the product C(N)(=O)C1(C2=CC=CC=C2C=2C=CC=CC12)CCC(=O)O (9-carbamoyl-9-(2-hydroxycarbonylethyl)fluorene). The yield is 80.4%. Reaction SMILES: [C:1]([C:4]1([CH2:17][CH2:18][C:19]([O:21]C(C)(C)C)=[O:20])[C:16]2[CH:15]=[CH:14][CH:13]=[CH:12][C:11]=2[C:10]2[C:5]1=[CH:6][CH:7]=[CH:8][CH:9]=2)(=[O:3])[NH2:2]>FC(F)(F)C(O)=O>[C:1]([C:4]1([CH2:17][CH2:18][C:19]([OH:21])=[O:20])[C:5]2[CH:6]=[CH:7][CH:8]=[CH:9][C:10]=2[C:11]2[C:16]1=[CH:15][CH:14]=[CH:13][CH:12]=2)(=[O:3])[NH2:2]. Reported procedure: A solution of 1.0 g (2 mM) of 9-carbamoyl-9-(2-tert.-butoxycarbonylethyl)fluorene (from Example 6) in 3 ml of trifluoroacetic acid was stirred at 25° C. for four minutes. The reaction mixture was concentrated to dryness by evaporation under reduced pressure to provide an oil. The oil was triturated with diethyl ether and dried to give 670 mg of 9-carbamoyl-9-(2-hydroxycarbonylethyl)fluorene. m.p. 191°-192° C. Reactants: [C-]#N, CS(C)=O, COc1cc(CCl)cc2c1OCO2, [Na+], O. Yields the product COc1cc(CC#N)cc2c1OCO2. As a reaction SMILES: [C-:14]#[N:15].[CH3:18][S:19]([CH3:20])=[O:21].[Cl:1][CH2:2][c:3]1[cH:4][c:5]([O:12][CH3:13])[c:6]2[c:7]([cH:11]1)[O:8][CH2:9][O:10]2.[Na+:16].[OH2:17]>>[CH2:2]([c:3]1[cH:4][c:5]([O:12][CH3:13])[c:6]2[c:7]([cH:11]1)[O:8][CH2:9][O:10]2)[C:14]#[N:15].